describe an organic reaction: reactants, conditions, products, and yield From a dataset of the Open Reaction Database (ORD), a public repository of structured organic reaction records. Starting materials: O (water), C(C)(=O)OCCC1=CC=C(C=C1)NC1=C(C=C(C(=C1)Cl)C(F)(F)F)N (2-(4-{[2-amino-5-chloro-4-(trifluoromethyl)phenyl]amino}phenyl)ethyl acetate), N1=CC=C(C=C1)CCCC(=O)O (4-(4-pyridinyl)butanoic acid), CCN=C=NCCCN(C)C (WSC). Run in ClCCl (dichloromethane). Run at time 1.5 hour. The product is C(C)(=O)OCCC1=CC=C(C=C1)NC1=C(C=C(C(=C1)Cl)C(F)(F)F)NC(CCCC1=CC=NC=C1)=O (2-(4-{[5-chloro-2-{[4-(4-pyridinyl)butanoyl]amino}-4-(trifluoromethyl)phenyl]amino}phenyl)ethyl acetate). RXN SMILES: [C:1]([O:4][CH2:5][CH2:6][C:7]1[CH:12]=[CH:11][C:10]([NH:13][C:14]2[CH:19]=[C:18]([Cl:20])[C:17]([C:21]([F:24])([F:23])[F:22])=[CH:16][C:15]=2[NH2:25])=[CH:9][CH:8]=1)(=[O:3])[CH3:2].[N:26]1[CH:31]=[CH:30][C:29]([CH2:32][CH2:33][CH2:34][C:35](O)=[O:36])=[CH:28][CH:27]=1.CCN=C=NCCCN(C)C.O>ClCCl>[C:1]([O:4][CH2:5][CH2:6][C:7]1[CH:12]=[CH:11][C:10]([NH:13][C:14]2[CH:19]=[C:18]([Cl:20])[C:17]([C:21]([F:22])([F:23])[F:24])=[CH:16][C:15]=2[NH:25][C:35](=[O:36])[CH2:34][CH2:33][CH2:32][C:29]2[CH:28]=[CH:27][N:26]=[CH:31][CH:30]=2)=[CH:9][CH:8]=1)(=[O:3])[CH3:2]. Procedure: A mixture of 2-(4-{[2-amino-5-chloro-4-(trifluoromethyl)phenyl]amino}phenyl)ethyl acetate (step 2, 250 mg, 0.67 mmol), 4-(4-pyridinyl)butanoic acid (200 mg, 1 mmol), and WSC (191 mg, 1 mmol) in dichloromethane (7 ml) was stirred at room temperature for 1.5 h. The mixture was added water (5 ml) and extracted with dichloromethane(30 ml). The organic layer was washed with brine (5 ml), then dried (Na2SO4). The solvent was removed under reduced pressure to afford the title compound as pale brown amo... The reactants are FC=1C=C(C=CC1C)C1=CC=C(C=C1)CC[C@H]1[C@H]([C@@H]2[C@@H](OC(O2)(C)C)O1)CCN1C(C2=CC=CC=C2C1=O)=O (2-(2-{(3aR,5S,6R,6aR)-5-[2-(3′-fluoro-4′-methylbiphenyl-4-yl)ethyl]-2,2-dimethyltetrahydrofuro[2,3-d][1,3]dioxol-6-yl}ethyl)-1H-isoindole-1,3(2H)-dione), Cl(=O)(=O)(=O)O (perchloric acid). Run in C(C)#N (acetonitrile), O (water), C(C)(=O)OCC (ethyl acetate), O (water). Conditions: temperature 55 celsius. Product: FC=1C=C(C=CC1C)C1=CC=C(C=C1)CC[C@@H]1O[C@@H]([C@@H]([C@@H]1CCN1C(C2=CC=CC=C2C1=O)=O)O)O (2-(2-{(2S,3S,4R,5S)-2-[2-(3′-fluoro-4′-methylbiphenyl-4-yl)ethyl]-4,5-dihydroxytetrahydrofuran-3-yl}ethyl)-1H-isoindole-1,3(2H)-dione). As a reaction SMILES: [F:1][C:2]1[CH:3]=[C:4]([C:9]2[CH:14]=[CH:13][C:12]([CH2:15][CH2:16][C@@H:17]3[O:26][C@@H:20]4[O:21]C(C)(C)[O:23][C@@H:19]4[C@@H:18]3[CH2:27][CH2:28][N:29]3[C:37](=[O:38])[C:36]4[C:31](=[CH:32][CH:33]=[CH:34][CH:35]=4)[C:30]3=[O:39])=[CH:11][CH:10]=2)[CH:5]=[CH:6][C:7]=1[CH3:8].Cl(O)(=O)(=O)=O>C(#N)C.O.C(OCC)(=O)C>[F:1][C:2]1[CH:3]=[C:4]([C:9]2[CH:14]=[CH:13][C:12]([CH2:15][CH2:16][C@H:17]3[C@@H:18]([CH2:27][CH2:28][N:29]4[C:30](=[O:39])[C:31]5[C:36](=[CH:35][CH:34]=[CH:33][CH:32]=5)[C:37]4=[O:38])[C@@H:19]([OH:23])[C@@H:20]([OH:21])[O:26]3)=[CH:11][CH:10]=2)[CH:5]=[CH:6][C:7]=1[CH3:8]. Procedure details: To a solution of the compound obtained from step m above (0.28 g) in acetonitrile (20 mL) and water (2 mL), 30% perchloric acid (0.4 mL) was added at room temperature. The reaction mixture was heated to 55° C. for 30 minutes. The reaction mixture was then quenched using a sodium bicarbonate solution. The solvents were evaporated at reduced pressure. The residue thus obtained was taken in ethyl acetate and water. The organic layer was separated, washed with water and brine solution, and dried ove... The reactants are C, CC(=O)O, COc1ccc(OC(=O)C2CCCc3ccc([N+](=O)[O-])cc32)cc1, [Pd]. Product: COc1ccc(OC(=O)C2CCCc3ccc(N)cc32)cc1. Reaction SMILES: [C:29].[CH3:25][C:26](=[O:27])[OH:28].[N+:1]([O-:2])(=[O:3])[c:4]1[cH:5][cH:6][c:7]2[c:12]([cH:13]1)[CH:11]([C:14](=[O:15])[O:16][c:17]1[cH:18][cH:19][c:20]([O:23][CH3:24])[cH:21][cH:22]1)[CH2:10][CH2:9][CH2:8]2.[Pd:30]>>[NH2:1][c:4]1[cH:5][cH:6][c:7]2[c:12]([cH:13]1)[CH:11]([C:14](=[O:15])[O:16][c:17]1[cH:18][cH:19][c:20]([O:23][CH3:24])[cH:21][cH:22]1)[CH2:10][CH2:9][CH2:8]2. Starting materials: SC=1NC=2C(=NC=CC2)N1 (2-mercaptoimidazo[4,5-b]pyridine), Cl.C(C(C)C)NC1=C(CCl)C=CC=C1 (2-(isobutylamino)benzyl chloride hydrochloride), C(C)OCC (diethyl ether). Solvent: C(C)O (ethanol). Yields the product C(C(C)C)NC1=C(CSC=2NC=3C(=NC=CC3)N2)C=CC=C1 (2-[2-(isobutylamino)benzylthio]imidazo[4,5-b]pyridine). The yield is 49.7%. As a reaction SMILES: [SH:1][C:2]1[NH:3][C:4]2[C:5]([N:10]=1)=[N:6][CH:7]=[CH:8][CH:9]=2.Cl.[CH2:12]([NH:16][C:17]1[CH:24]=[CH:23][CH:22]=[CH:21][C:18]=1[CH2:19]Cl)[CH:13]([CH3:15])[CH3:14].C(OCC)C>C(O)C>[CH2:12]([NH:16][C:17]1[CH:24]=[CH:23][CH:22]=[CH:21][C:18]=1[CH2:19][S:1][C:2]1[NH:3][C:4]2[C:5]([N:10]=1)=[N:6][CH:7]=[CH:8][CH:9]=2)[CH:13]([CH3:15])[CH3:14] |f:1.2|. Procedure details: To a dispersion of 0.96 g of 2-mercaptoimidazo[4,5-b]pyridine in 30 ml of ethanol was added at once 1.5 g of 2-(isobutylamino)benzyl chloride hydrochloride at room temperature under stirring. The resulting mixture was further stirred for one hour. To the mixture was added 30 ml of diethyl ether, and the precipitated crystals were collected by filtration and washed with a mixture of ethanol and diethyl ether (1/1 in volume). The obtained powdery product was added portionwise to a mixture of 30 ml...